Dataset: the Open Reaction Database (ORD), a public repository of structured organic reaction records. Task: describe an organic reaction: reactants, conditions, products, and yield Starting materials: FC1=C(C=C(C(=C1)[N+](=O)[O-])NCC#C)N1C(C=2CCCCC2C1=O)=O (2-[2-fluoro-4-nitro-5-(2-propynyl)aminophenyl]-4,5,6,7-tetrahydro-2H-isoindole-1,3-dione), resultant mixture. The reagents and catalysts are [Fe] (Iron). Run in C(C)(=O)O (acetic acid), C(C)(=O)OCC (ethyl acetate), C(C)(=O)O (acetic acid). Reaction conditions: temperature 80 celsius. Yields the product NC1=CC(=C(C=C1NCC#C)N1C(C=2CCCCC2C1=O)=O)F (2-[4-amino-2-fluoro-5-(2-propynyl)aminophenyl]-4,5,6,7-tetrahydro-2H-isoindole-1,3-dione). Isolated yield 86.2%. Reaction SMILES: [F:1][C:2]1[CH:7]=[C:6]([N+:8]([O-])=O)[C:5]([NH:11][CH2:12][C:13]#[CH:14])=[CH:4][C:3]=1[N:15]1[C:23](=[O:24])[C:22]2[CH2:21][CH2:20][CH2:19][CH2:18][C:17]=2[C:16]1=[O:25]>C(O)(=O)C.C(OCC)(=O)C.[Fe]>[NH2:8][C:6]1[C:5]([NH:11][CH2:12][C:13]#[CH:14])=[CH:4][C:3]([N:15]2[C:16](=[O:25])[C:17]3[CH2:18][CH2:19][CH2:20][CH2:21][C:22]=3[C:23]2=[O:24])=[C:2]([F:1])[CH:7]=1. Reported procedure: Iron powder (1.22 g) was suspended in a 5% aqueous acetic acid solution, followed by heating at 80° C. A solution of 2-[2-fluoro-4-nitro-5-(2-propynyl)aminophenyl]-4,5,6,7-tetrahydro-2H-isoindole-1,3-dione (0.75 g) in a mixture of acetic acid (2.2 ml) and ethyl acetate (2.2 ml) was dropwise added to the suspension, and the resultant mixture was heated at 70° C. for 3 hours. After removal of the precipitate by filtration, the filtrate was extracted with ethyl acetate. The extract was washed with ... Starting materials: NC=1C=NC2=CC(=CC=C2C1)OCC1=NC=C(C=C1)CC (3-amino-7-(5-ethyl-2-pyridylmethoxy)quinoline), C(C=C)(=O)OC (methyl acrylate), Cuprous oxide, Br (hydrogen bromide), N(=O)[O-].[Na+] (sodium nitrite). Run in CC(=O)C.CO (acetone methanol). Reaction conditions: time 20 minute. The product is BrC(C(=O)OC)CC=1C=NC2=CC(=CC=C2C1)OCC1=NC=C(C=C1)CC (methyl 2-bromo-3-[7-(5-ethyl-2-pyridylmethoxy)-3-quinolyl]propionate). Yield: 75.7%. RXN SMILES: N[C:2]1[CH:3]=[N:4][C:5]2[C:10]([CH:11]=1)=[CH:9][CH:8]=[C:7]([O:12][CH2:13][C:14]1[CH:19]=[CH:18][C:17]([CH2:20][CH3:21])=[CH:16][N:15]=1)[CH:6]=2.[BrH:22].N([O-])=O.[Na+].[C:27]([O:31][CH3:32])(=[O:30])[CH:28]=[CH2:29]>CC(C)=O.CO>[Br:22][CH:28]([CH2:29][C:2]1[CH:3]=[N:4][C:5]2[C:10]([CH:11]=1)=[CH:9][CH:8]=[C:7]([O:12][CH2:13][C:14]1[CH:19]=[CH:18][C:17]([CH2:20][CH3:21])=[CH:16][N:15]=1)[CH:6]=2)[C:27]([O:31][CH3:32])=[O:30] |f:2.3,5.6|. Procedure: In a mixture of acetone/methanol (5 mL/2 mL) was dissolved 3-amino-7-(5-ethyl-2-pyridylmethoxy)quinoline (680 mg, 2.43 mmol.), and to the resulting solution was added aqueous 47% hydrogen bromide (1.73 g). To the mixture was added aqueous sodium nitrite (189 mg (2.75 mmol.)/0.3 mL) under ice-chilling for 5 minutes, and methyl acrylate (1.33 mL, 14.9 mmol.) was added to the resulting mixture after it was stirred for 20 minutes. Cuprous oxide (23 mg) was added gradually to the mixture kept at 37° ... Reactants: OC=1C=C2C=CC(OC2=CC1)=O (6-hydroxycoumarin), CC(=CCBr)C (3,3-dimethylallyl bromide), [H-].[Na+] (Sodium hydride). The solvent is CN(C=O)C (N,N-dimethylformamide), CN(C=O)C (DMF). Conditions: temperature 0 celsius. Yields the product CC(=CCOC=1C=C2C=CC(OC2=CC1)=O)C (6-((3-methylbut-2-en-1-yl)oxy)-2H-chromen-2-one). Reaction SMILES: [OH:1][C:2]1[CH:3]=[C:4]2[C:9](=[CH:10][CH:11]=1)[O:8][C:7](=[O:12])[CH:6]=[CH:5]2.[H-].[Na+].[CH3:15][C:16]([CH3:20])=[CH:17][CH2:18]Br>CN(C)C=O>[CH3:15][C:16]([CH3:20])=[CH:17][CH2:18][O:1][C:2]1[CH:3]=[C:4]2[C:9](=[CH:10][CH:11]=1)[O:8][C:7](=[O:12])[CH:6]=[CH:5]2 |f:1.2|. Procedure: An oven-dried 50 mL round bottom flask was prepared with a magnetic stirring bar, a rubber septum cover, and a nitrogen inlet. 6-hydroxycoumarin (1) (114 mg, 0.7 mmol) and 4 mL of anhydrous N,N-dimethylformamide (DMF) were added to the round bottom flask. The solution was stirred and cooled to 0° C. in a salt-ice bath. Sodium hydride (28 mg of 60% mineral oil suspension, 0.7 mmol) was added to the flask and the solution was kept stirring at 0° C. for 30 minutes. 3,3-dimethylallyl bromide (192 μL... The reactants are C[Si](C)(C)C#N (Trimethylsilylcyanide), COC1=CC2=C(C=C1)C(=O)CCC2 (6-methoxy-α-tetralone), [C-]#N.[Li+] (Lithium cyanide), solution, resultant mixture. The solvent is O1CCCC1 (tetrahydrofuran), CN(C=O)C (N,N-dimethylformamide). Reaction conditions: time 1.5 hour. Product: C(#N)C1=CCCC2=CC(=CC=C12)OC (1-Cyano-6-methoxy-3,4-dihydronaphthalene). Yield: 60.4%. As a reaction SMILES: C[Si]([C:5]#[N:6])(C)C.[CH3:7][O:8][C:9]1[CH:14]=[CH:13][C:12]2[C:15]([CH2:17][CH2:18][CH2:19][C:11]=2[CH:10]=1)=O.[C-]#N.[Li+]>O1CCCC1.CN(C)C=O>[C:5]([C:15]1[C:12]2[C:11](=[CH:10][C:9]([O:8][CH3:7])=[CH:14][CH:13]=2)[CH2:19][CH2:18][CH:17]=1)#[N:6] |f:2.3|. Procedure: Trimethylsilylcyanide (50.0 g, 510 mmol) was added to a suspension of 75.0 g (430 mmol) of 6-methoxy-α-tetralone (commercially available from Aldrich Chemical Company) in 75 mL of anhydrous tetrahydrofuran (THF) at ambient temperature. Lithium cyanide (100 mL of a 0.5M solution in N,N-dimethylformamide (DMF) was added to the resultant mixture in one portion. The reaction mixture was stirred at ambient temperature for 1.5 h and then the THF was removed under reduced pressure. The concentrate was ... The reactants are C(#N)C=1C(=C2C=CN(C2=CC1)CC(=O)O)C(F)(F)F ([5-cyano-4-(trifluoromethyl)-1H-indol-1-yl]acetic acid), CC=1N=NSC1C(=O)NN (4-methyl-1,2,3-thiadiazole-5-carbohydrazide). Product: CC=1N=NSC1C1=NN=C(O1)CN1C=CC2=C(C(=CC=C12)C#N)C(F)(F)F (1-{[5-(4-Methyl-1,2,3-thiadiazol-5-yl)-1,3,4-oxadiazol-2-yl]methyl}-4-(trifluoromethyl)-1H-indole-5-carbonitrile). RXN SMILES: [C:1]([C:3]1[C:4]([C:16]([F:19])([F:18])[F:17])=[C:5]2[C:9](=[CH:10][CH:11]=1)[N:8]([CH2:12][C:13]([OH:15])=O)[CH:7]=[CH:6]2)#[N:2].[CH3:20][C:21]1[N:22]=[N:23][S:24][C:25]=1[C:26]([NH:28][NH2:29])=O>>[CH3:20][C:21]1[N:22]=[N:23][S:24][C:25]=1[C:26]1[O:15][C:13]([CH2:12][N:8]2[C:9]3[C:5](=[C:4]([C:16]([F:19])([F:18])[F:17])[C:3]([C:1]#[N:2])=[CH:11][CH:10]=3)[CH:6]=[CH:7]2)=[N:29][N:28]=1. Reported procedure: Synthesized as described in Example 35C from [5-cyano-4-(trifluoromethyl)-1H-indol-1-yl]acetic acid and 4-methyl-1,2,3-thiadiazole-5-carbohydrazide: MS (ES) m/z 391 (M+1). The reactants are O=c1ccccn1C(=S)n1ccccc1=O, CC(C)(C)C(=O)NCc1ccc(F)c(N)c1F, C1COCCO1. The product is CC(C)(C)C(=O)NCc1ccc(F)c(N=C=S)c1F. RXN SMILES: [C:18](=[S:19])([n:20]1[cH:21][cH:22][cH:23][cH:24][c:25]1=[O:26])[n:27]1[cH:28][cH:29][cH:30][cH:31][c:32]1=[O:33].[NH2:1][c:2]1[c:3]([F:17])[c:4]([CH2:5][NH:6][C:7]([C:8]([CH3:9])([CH3:10])[CH3:11])=[O:12])[cH:13][cH:14][c:15]1[F:16].[O:34]1[CH2:35][CH2:36][O:37][CH2:38][CH2:39]1>>[N:1]([c:2]1[c:3]([F:17])[c:4]([CH2:5][NH:6][C:7]([C:8]([CH3:9])([CH3:10])[CH3:11])=[O:12])[cH:13][cH:14][c:15]1[F:16])=[C:18]=[S:19].